The task is: describe an organic reaction: reactants, conditions, products, and yield. This data is from the Open Reaction Database (ORD), a public repository of structured organic reaction records. The reactants are COc1ccc(CN(Cc2ccc(OC)cc2)c2nc(C)nc(-c3cc(C=O)cnc3Nc3cnc(OC)c(F)c3)n2)cc1, CC1CNCCN1C(=O)OC(C)(C)C, CC[O-], CC[O-], CC[O-], CC[O-], C1CCOC1, [Ti+4]. Product: COc1ccc(CN(Cc2ccc(OC)cc2)c2nc(C)nc(-c3cc(CN4CCN(C(=O)OC(C)(C)C)C(C)C4)cnc3Nc3cnc(OC)c(F)c3)n2)cc1. Reaction SMILES: [CH3:1][O:2][c:3]1[cH:4][cH:5][c:6]([CH2:7][N:8]([c:9]2[n:10][c:11](-[c:16]3[c:17]([NH:24][c:25]4[cH:26][n:27][c:28]([O:32][CH3:33])[c:29]([F:31])[cH:30]4)[n:18][cH:19][c:20]([CH:21]=[O:22])[cH:23]3)[n:12][c:13]([CH3:15])[n:14]2)[CH2:34][c:35]2[cH:36][cH:37][c:38]([O:41][CH3:42])[cH:39][cH:40]2)[cH:43][cH:44]1.[CH3:45][CH:46]1[N:47]([C:52](=[O:53])[O:54][C:55]([CH3:56])([CH3:57])[CH3:58])[CH2:48][CH2:49][NH:50][CH2:51]1.[CH3:64][CH2:65][O-:66].[CH3:68][CH2:69][O-:70].[CH3:71][CH2:72][O-:73].[CH3:74][CH2:75][O-:76].[O:59]1[CH2:60][CH2:61][CH2:62][CH2:63]1.[Ti+4:67]>>[CH3:1][O:2][c:3]1[cH:4][cH:5][c:6]([CH2:7][N:8]([c:9]2[n:10][c:11](-[c:16]3[c:17]([NH:24][c:25]4[cH:26][n:27][c:28]([O:32][CH3:33])[c:29]([F:31])[cH:30]4)[n:18][cH:19][c:20]([CH2:21][N:50]4[CH2:49][CH2:48][N:47]([C:52](=[O:53])[O:54][C:55]([CH3:56])([CH3:57])[CH3:58])[CH:46]([CH3:45])[CH2:51]4)[cH:23]3)[n:12][c:13]([CH3:15])[n:14]2)[CH2:34][c:35]2[cH:36][cH:37][c:38]([O:41][CH3:42])[cH:39][cH:40]2)[cH:43][cH:44]1. The reactants are FC1=C(C=C(C=C1)[N+](=O)[O-])C(F)(F)F (1-fluoro-4-nitro-2-trifluoromethyl-benzene), N1N=CC=C1 (pyrazole). Product: N1(N=CC=C1)C1=C(C=C(C=C1)N)C(F)(F)F (4-Pyrazol-1-yl-3-trifluoromethyl-phenylamine). As a reaction SMILES: F[C:2]1[CH:7]=[CH:6][C:5]([N+:8]([O-])=O)=[CH:4][C:3]=1[C:11]([F:14])([F:13])[F:12].[NH:15]1[CH:19]=[CH:18][CH:17]=[N:16]1>>[N:15]1([C:2]2[CH:7]=[CH:6][C:5]([NH2:8])=[CH:4][C:3]=2[C:11]([F:14])([F:13])[F:12])[CH:19]=[CH:18][CH:17]=[N:16]1. Reported procedure: The title compound is obtained in a similar manner as Example 71a using 1-fluoro-4-nitro-2-trifluoromethyl-benzene (Aldrich, Buchs, Switzerland) and pyrazole (Fluka, Buchs, Switzerland). Title compound: ES-MS: 228 (M+H)+; analytical HPLC: tret=4.58 minutes (Grad 2). The reactants are COC(=O)C=1C(=C2C(=NNC2=CC1)Br)F (3-bromo-4-fluoro-1H-5-indazolecarboxylic acid methyl ester), C(O)([O-])=O.[Na+] (sodium hydrogencarbonate), [H-].[Na+] (sodium hydride), C1(=CC=CC=C1)C(C1=CC=CC=C1)(C1=CC=CC=C1)Cl (triphenylmethyl chloride). The solvent is O1CCCC1 (tetrahydrofuran). Reaction conditions: time 25 minute. The product is COC(=O)C=1C(=C2C(=NN(C2=CC1)C(C1=CC=CC=C1)(C1=CC=CC=C1)C1=CC=CC=C1)Br)F (3-Bromo-4-fluoro-1-trityl-1H-indazole-5-carboxylic acid methyl ester). The yield is 30.7%. As a reaction SMILES: [CH3:1][O:2][C:3]([C:5]1[C:6]([F:15])=[C:7]2[C:11](=[CH:12][CH:13]=1)[NH:10][N:9]=[C:8]2[Br:14])=[O:4].[H-].[Na+].[C:18]1([C:24](Cl)([C:31]2[CH:36]=[CH:35][CH:34]=[CH:33][CH:32]=2)[C:25]2[CH:30]=[CH:29][CH:28]=[CH:27][CH:26]=2)[CH:23]=[CH:22][CH:21]=[CH:20][CH:19]=1.C(=O)([O-])O.[Na+]>O1CCCC1>[CH3:1][O:2][C:3]([C:5]1[C:6]([F:15])=[C:7]2[C:11](=[CH:12][CH:13]=1)[N:10]([C:24]([C:18]1[CH:23]=[CH:22][CH:21]=[CH:20][CH:19]=1)([C:31]1[CH:32]=[CH:33][CH:34]=[CH:35][CH:36]=1)[C:25]1[CH:26]=[CH:27][CH:28]=[CH:29][CH:30]=1)[N:9]=[C:8]2[Br:14])=[O:4] |f:1.2,4.5|. Procedure: Under ice-cooling, to a solution of 2.99 g of 3-bromo-4-fluoro-1H-5-indazolecarboxylic acid methyl ester obtained in Production Example II-13-d in 30 ml tetrahydrofuran was added 526 mg of 60% sodium hydride, and the mixture was stirred for 25 minutes. Then, 3.21 g of triphenylmethyl chloride was added and the mixture was stirred at the same temperature for 15 minutes and further stirred at room temperature for 45 minutes. The reaction mixture was ice-cooled again, saturated aqueous sodium hydro... Starting materials: COc1ccc(N)cc1, CCO, Cc1cc(Cl)c2c(ccc3nc(C)[nH]c32)n1. Product: Cl, COc1ccc(Nc2cc(C)nc3ccc4nc(C)[nH]c4c23)cc1. Reaction SMILES: [CH3:17][O:18][c:19]1[cH:20][cH:21][c:22]([NH2:25])[cH:23][cH:24]1.[CH3:26][CH2:27][OH:28].[Cl:1][c:2]1[cH:3][c:4]([CH3:16])[n:5][c:6]2[cH:7][cH:8][c:9]3[c:10]([c:11]12)[nH:12][c:13]([CH3:15])[n:14]3>>[ClH:1].[c:2]1([NH:25][c:22]2[cH:21][cH:20][c:19]([O:18][CH3:17])[cH:24][cH:23]2)[cH:3][c:4]([CH3:16])[n:5][c:6]2[cH:7][cH:8][c:9]3[c:10]([c:11]12)[nH:12][c:13]([CH3:15])[n:14]3. Starting materials: C1(CC1)C(C(C#N)CC1=CC=C(C=C1)C1=C(C=CC=C1)C1=NN=NN1C(C1=CC=CC=C1)(C1=CC=CC=C1)C1=CC=CC=C1)=O (3-cyclopropyl-2-[(2'-(N-triphenylmethyl-tetrazol-5-yl)biphen-4-yl)methyl]-3-oxopropanenitrile), NN (hydrazine), C(C)(=O)O (acetic acid), CC(CC(C)=O)=O (2,4-pentanedione), crude material, CN(C)C=O (DMF). The solvent is [Cl-].[Na+].O (brine), C(C)O (ethanol). Run at temperature 120 celsius. Product: C1(CC1)C1=NN2C(N=C(C=C2C)C)=C1CC1=CC=C(C=C1)C1=C(C=CC=C1)C1=NN=NN1 (2-Cyclopropyl-5,7-dimethyl-3-[(2'-(tetrazol-5-yl)biphen-4-yl)methyl]pyrazolo[1,5-a]pyrimidine). Yield: 36.0%. RXN SMILES: [CH:1]1([C:4](=O)[CH:5]([CH2:8][C:9]2[CH:14]=[CH:13][C:12]([C:15]3[CH:20]=[CH:19][CH:18]=[CH:17][C:16]=3[C:21]3[N:25](C(C4C=CC=CC=4)(C4C=CC=CC=4)C4C=CC=CC=4)[N:24]=[N:23][N:22]=3)=[CH:11][CH:10]=2)C#N)[CH2:3][CH2:2]1.[NH2:46][NH2:47].[C:48](O)(=O)C.[CH3:52][C:53](=O)[CH2:54]C(=O)C.[CH3:59][N:60]([CH:62]=O)C>C(O)C.[Cl-].[Na+].O>[CH:1]1([C:4]2[C:5]([CH2:8][C:9]3[CH:14]=[CH:13][C:12]([C:15]4[CH:20]=[CH:19][CH:18]=[CH:17][C:16]=4[C:21]4[NH:25][N:24]=[N:23][N:22]=4)=[CH:11][CH:10]=3)=[C:62]3[N:60]=[C:59]([CH3:48])[CH:52]=[C:53]([CH3:54])[N:47]3[N:46]=2)[CH2:3][CH2:2]1 |f:6.7.8|. Reported procedure: To a solution of 1.21 g (2.06 mmol) 3-cyclopropyl-2-[(2'-(N-triphenylmethyl-tetrazol-5-yl)biphen-4-yl)methyl]-3-oxopropanenitrile in 20 mL ethanol was added 0.196 mL (6.18 mmol) anhydrous hydrazine. The mixture was refluxed for five hours then was stripped of solvent in vacuo. The crude material was exposed to 0.1 Torr for one hour to give a light yellow foam then was redissolved in 20 mL DMF. To the solution was added 0.706 mL (12.3 mmol) acetic acid and 1.27 mL (12.4 mmol) 2,4-pentanedione. Th... Reactants: NNC(=O)c1ccccc1, CCCCCCCCCCCC, NC1CCCCC1N, [Cu]I, Cc1cc(C)cc(I)c1, [K+], [K+], O=C([O-])[O-], C1COCCO1. Product: Cc1cc(C)cc(NNC(=O)c2ccccc2)c1. Reaction SMILES: [C:1]([c:2]1[cH:3][cH:4][cH:5][cH:6][cH:7]1)(=[O:8])[NH:9][NH2:10].[CH3:25][CH2:26][CH2:27][CH2:28][CH2:29][CH2:30][CH2:31][CH2:32][CH2:33][CH2:34][CH2:35][CH3:36].[CH:17]1([NH2:18])[CH2:19][CH2:20][CH2:21][CH2:22][CH:23]1[NH2:24].[Cu:46][I:47].[I:37][c:38]1[cH:39][c:40]([CH3:45])[cH:41][c:42]([CH3:44])[cH:43]1.[K+:11].[K+:12].[O-:13][C:14]([O-:15])=[O:16].[O:48]1[CH2:49][CH2:50][O:51][CH2:52][CH2:53]1>>[C:1]([c:2]1[cH:3][cH:4][cH:5][cH:6][cH:7]1)(=[O:8])[NH:9][NH:10][c:38]1[cH:39][c:40]([CH3:45])[cH:41][c:42]([CH3:44])[cH:43]1. Starting materials: CCOCC, CCCCCC, CN(C)C1CN(C2CCN(C(=O)Nc3cc(Oc4ccc(N)cc4F)ccn3)CC2)C1, C1CCOC1, O=C=NC(=O)Cc1ccccc1. Yields the product CN(C)C1CN(C2CCN(C(=O)Nc3cc(Oc4ccc(NC(=O)NC(=O)Cc5ccccc5)cc4F)ccn3)CC2)C1. RXN SMILES: [CH3:44][CH2:45][O:46][CH2:47][CH3:48].[CH3:54][CH2:55][CH2:56][CH2:57][CH2:58][CH3:59].[NH2:1][c:2]1[cH:3][c:4]([F:31])[c:5]([O:6][c:7]2[cH:8][c:9]([NH:13][C:14](=[O:15])[N:16]3[CH2:17][CH2:18][CH:19]([N:22]4[CH2:23][CH:24]([N:26]([CH3:27])[CH3:28])[CH2:25]4)[CH2:20][CH2:21]3)[n:10][cH:11][cH:12]2)[cH:29][cH:30]1.[O:49]1[CH2:50][CH2:51][CH2:52][CH2:53]1.[c:32]1([CH2:38][C:39](=[O:40])[N:41]=[C:42]=[O:43])[cH:33][cH:34][cH:35][cH:36][cH:37]1>>[NH:1]([c:2]1[cH:3][c:4]([F:31])[c:5]([O:6][c:7]2[cH:8][c:9]([NH:13][C:14](=[O:15])[N:16]3[CH2:17][CH2:18][CH:19]([N:22]4[CH2:23][CH:24]([N:26]([CH3:27])[CH3:28])[CH2:25]4)[CH2:20][CH2:21]3)[n:10][cH:11][cH:12]2)[cH:29][cH:30]1)[C:42]([NH:41][C:39]([CH2:38][c:32]1[cH:33][cH:34][cH:35][cH:36][cH:37]1)=[O:40])=[O:43].